From a dataset of the Open Reaction Database (ORD), a public repository of structured organic reaction records. describe an organic reaction: reactants, conditions, products, and yield Reactants: C(N)(=N)NC(=O)C1=NC(=C(N=C1N)NC(C)C)Cl (N-amidino-3-amino-5-isopropylamino-6-chloropyrazinecarboxamide), C1CC2=NCCCN2C1 (DBN), O1CCCC1 (tetrahydrofuran), P(OCC)(OCC)Cl (diethyl chlorophosphite). Reaction conditions: time 1 hour. Product: NC=1C(=NC(=C(N1)NC(C)C)Cl)C(=O)NN=CNP(OCC)(OCC)=O (diethyl N-[(3-amino-6-chloro-5-isopropylaminopyrazinamido)iminomethyl]phosphoramidate). Reaction SMILES: C([NH:4][C:5]([C:7]1[C:12]([NH2:13])=[N:11][C:10]([NH:14][CH:15]([CH3:17])[CH3:16])=[C:9]([Cl:18])[N:8]=1)=[O:6])(=N)N.C1C[N:26]2[C:21](=[N:22]CCC2)C1.[P:28](Cl)([O:32][CH2:33][CH3:34])[O:29][CH2:30][CH3:31].[O:36]1CCCC1>>[NH2:13][C:12]1[C:7]([C:5]([NH:4][N:22]=[CH:21][NH:26][P:28](=[O:36])([O:32][CH2:33][CH3:34])[O:29][CH2:30][CH3:31])=[O:6])=[N:8][C:9]([Cl:18])=[C:10]([NH:14][CH:15]([CH3:16])[CH3:17])[N:11]=1. Reported procedure: A stirred solution of N-amidino-3-amino-5-isopropylamino-6-chloropyrazinecarboxamide (2.7 g., 0.01 mole) and DBN (1.24 g., 0.01 mole) in tetrahydrofuran (100 ml.) is cooled to 10° C., treated with diethyl chlorophosphite (1.44 ml., 0.01 mole), then stirred at 25° for one hour. The reaction mixture is filtered evaporated to a volume of 5 ml. and treated with water (100 ml.) to give diethyl N-[(3-amino-6-chloro-5-isopropylaminopyrazinamido)iminomethyl]phosphoramidate which melts at 166° C. after r...